This data is from the Open Reaction Database (ORD), a public repository of structured organic reaction records. The task is: describe an organic reaction: reactants, conditions, products, and yield The reactants are C1(=CC=CC=C1)C=1N=C2N(C1)CCC2 (2-phenyl-6,7-dihydro-5H-pyrrolo[1,2-a]imidazole), BrBr (bromine), C(=O)(O)[O-].[Na+] (NaHCO3). Solvent: C(Cl)Cl (CH2Cl2). Yields the product BrC1=C(N=C2N1CCC2)C2=CC=CC=C2 (3-bromo-2-phenyl-6,7-dihydro-5H-pyrrolo[1,2-a]imidazole). Isolated yield 73.0%. As a reaction SMILES: [C:1]1([C:7]2[N:8]=[C:9]3[CH2:14][CH2:13][CH2:12][N:10]3[CH:11]=2)[CH:6]=[CH:5][CH:4]=[CH:3][CH:2]=1.[Br:15]Br.C([O-])(O)=O.[Na+]>C(Cl)Cl>[Br:15][C:11]1[N:10]2[CH2:12][CH2:13][CH2:14][C:9]2=[N:8][C:7]=1[C:1]1[CH:2]=[CH:3][CH:4]=[CH:5][CH:6]=1 |f:2.3|. Procedure details: To a solution of 2-phenyl-6,7-dihydro-5H-pyrrolo[1,2-a]imidazole (3.38 g, 18.3 mmol) in dry CH2Cl2 (113 mL) slowly add bromine (1.0 mL, 20.2 mmol) and stir the mixture at room temperature for 1.5 hours. Add a saturated aqueous solution of NaHCO3 (100 mL) and extract with CH2Cl2 (3×100 mL). Wash the combined organic layers with NaHSO3 (40%, 30 mL), dry (MgSO4) and concentrate in vacuo. Purify the residue by flash chromatography (SiO2, eluent: CH2Cl2 to CH2Cl2/MeOH 20:1) to yield a red solid, 3.54... Isolated yield 84.2%. Conditions: time 105 minute. The product is C(C1=CC=CC=C1)NC=1C=C(C=NC1)C(NC#N)=NCCC1=C(C=CC=C1)Cl (5-Benzylamino-N-Cyano-N'-[2-(2-chlorophenyl)ethyl]-3-pyridinecarboximidamide). Reaction SMILES: [CH2:1]([NH:8][C:9]1[CH:10]=[C:11]([C:15](=[N:20][C:21]#[N:22])OCCC)[CH:12]=[N:13][CH:14]=1)[C:2]1[CH:7]=[CH:6][CH:5]=[CH:4][CH:3]=1.[Cl:23][C:24]1[CH:29]=[CH:28][CH:27]=[CH:26][C:25]=1[CH2:30][CH2:31][NH2:32]>CO>[CH2:1]([NH:8][C:9]1[CH:10]=[C:11]([C:15](=[N:32][CH2:31][CH2:30][C:25]2[CH:26]=[CH:27][CH:28]=[CH:29][C:24]=2[Cl:23])[NH:20][C:21]#[N:22])[CH:12]=[N:13][CH:14]=1)[C:2]1[CH:3]=[CH:4][CH:5]=[CH:6][CH:7]=1. Starting materials: C(C1=CC=CC=C1)NC=1C=C(C=NC1)C(OCCC)=NC#N (propyl 5-benzylamino-N-cyano-3-pyridinecarboximidate), ClC1=C(C=CC=C1)CCN (2-(2-chlorophenyl)ethylamine). Run in CO (methanol). Procedure details: To a solution of propyl 5-benzylamino-N-cyano-3-pyridinecarboximidate (114 mg, 0.38 mmol) in methanol (2 ml) was added 2-(2-chlorophenyl)ethylamine (72 mg, 0.46 mmol), and the mixture was stirred for 105 minutes. After the reaction was completed, the reaction mixture was concentrated under reduced pressure and the residue obtained was purified by silica gel column chromatography (Wako Gel C-200, 20 g; eluted with chloroform:methanol=200:1) and further crystallized from diethyl ether to give the ... Starting materials: O (Water), O1CCOC12CCNCCC2 (1,4-dioxa-8-azaspiro[4.6]undecane), BrCCC1=CC=C(C=C1)OC (1-(2-bromoethyl)-4-methoxy-benzene), C(=O)([O-])[O-].[K+].[K+] (K2CO3). Procedure details: A mixture of intermediate (5) (0.114 mol), 1-(2-bromoethyl)-4-methoxy-benzene (0.172 mol) and K2CO3 (0.219 mol) in ACN (200 ml) was stirred at 80° C. for 2 hours. Water was added and the mixture was extracted with DCM. The organic layer was separated, dried , filtered and the solvent was evaporated. The residue was purified by column chromatography over silica gel (eluent: CH2Cl2/CH3OH/NH4OH 95/5/0.2). The pure fractions were collected and the solvent was evaporated, yielding 28.5 g of 8-[2-(4-m... Solvent: C(C)#N (ACN). RXN SMILES: [O:1]1[C:5]2([CH2:11][CH2:10][CH2:9][NH:8][CH2:7][CH2:6]2)[O:4][CH2:3][CH2:2]1.Br[CH2:13][CH2:14][C:15]1[CH:20]=[CH:19][C:18]([O:21][CH3:22])=[CH:17][CH:16]=1.C([O-])([O-])=O.[K+].[K+].O>C(#N)C>[CH3:22][O:21][C:18]1[CH:19]=[CH:20][C:15]([CH2:14][CH2:13][N:8]2[CH2:9][CH2:10][CH2:11][C:5]3([O:4][CH2:3][CH2:2][O:1]3)[CH2:6][CH2:7]2)=[CH:16][CH:17]=1 |f:2.3.4|. Run at temperature 80 celsius, time 2 hour. Yields the product COC1=CC=C(C=C1)CCN1CCC2(OCCO2)CCC1 (8-[2-(4-methoxyphenyl)ethyl]-1,4-dioxa-8-azaspiro[4.6]undecane). Isolated yield 85.8%. The solvent is CO (MeOH). Reaction SMILES: [CH3:1][N+:2]([CH2:5][C@H:6]([NH2:11])[CH2:7][C:8]([O-:10])=[O:9])([CH3:4])[CH3:3].C(N(C(C)C)CC)(C)C.[CH2:21]([O:28][C:29]1[CH:34]=[CH:33][C:32]([N:35]=[C:36]=[O:37])=[CH:31][CH:30]=1)[CH2:22][CH2:23][CH2:24][CH2:25][CH2:26][CH3:27]>CO>[CH2:21]([O:28][C:29]1[CH:30]=[CH:31][C:32]([NH:35][C:36](=[O:37])[NH:11][C@@H:6]([CH2:5][N+:2]([CH3:3])([CH3:4])[CH3:1])[CH2:7][C:8]([O-:10])=[O:9])=[CH:33][CH:34]=1)[CH2:22][CH2:23][CH2:24][CH2:25][CH2:26][CH3:27]. Procedure: To a solution of (R)-aminocarnitine (16 mg, 0.10 mmol) and diisopropylethylamine (52 uL, 0.30 mmol) in MeOH (2 mL) was added 1-(heptyloxy)-4-isocyanatobenzene (46 uL, 0.20 mmol) and the reaction stirred for 18 h. The MeOH was removed in vacuo and the residue stirred with 1:1 ether/EtOAc. Impurities dissolved into the ether/EtOAc which were discarded and the remaining material taken up into 90:10 CH2Cl2/MeOH and then loaded onto a short SiOH plug. The title compound was eluted by increasing MeOH ... Reactants: C[N+](C)(C)C[C@@H](CC(=O)[O-])N ((R)-aminocarnitine), C(C)(C)N(CC)C(C)C (diisopropylethylamine), C(CCCCCC)OC1=CC=C(C=C1)N=C=O (1-(heptyloxy)-4-isocyanatobenzene). Product: C(CCCCCC)OC1=CC=C(C=C1)NC(N[C@H](CC(=O)[O-])C[N+](C)(C)C)=O ((R)-3-(3-(4-(heptyloxy)phenyl)ureido)-4-(trimethylammonio)butanoate). Run at time 18 hour. Starting materials: CNc1nccc(-c2cccnc2Oc2ccc(B3OC(C)(C)C(C)(C)O3)cc2)n1, CCO, ClCCl, O, OO. Product: CNc1nccc(-c2cccnc2Oc2ccc(O)cc2)n1. As a reaction SMILES: [CH3:1][NH:2][c:3]1[n:4][cH:5][cH:6][c:7](-[c:9]2[c:10]([O:15][c:16]3[cH:17][cH:18][c:19]([B:22]4[O:23][C:24]([CH3:25])([CH3:26])[C:27]([CH3:28])([CH3:29])[O:30]4)[cH:20][cH:21]3)[n:11][cH:12][cH:13][cH:14]2)[n:8]1.[CH3:34][CH2:35][OH:36].[Cl:37][CH2:38][Cl:39].[OH2:33].[OH:31][OH:32]>>[CH3:1][NH:2][c:3]1[n:4][cH:5][cH:6][c:7](-[c:9]2[c:10]([O:15][c:16]3[cH:17][cH:18][c:19]([OH:31])[cH:20][cH:21]3)[n:11][cH:12][cH:13][cH:14]2)[n:8]1.